Dataset: the Open Reaction Database (ORD), a public repository of structured organic reaction records. Task: describe an organic reaction: reactants, conditions, products, and yield Starting materials: C=CCn1c(OC2CC(C(=O)OC)N(C(=O)OC(C)(C)C)C2)cccc1=O, Cl. Product: C=CCn1c(OC2C[NH2+]C(C(=O)OC)C2)cccc1=O, [Cl-]. RXN SMILES: [CH2:1]([CH:2]=[CH2:3])[n:4]1[c:5]([O:11][CH:12]2[CH2:13][CH:14]([C:24](=[O:25])[O:26][CH3:27])[N:15]([C:17]([O:18][C:19]([CH3:20])([CH3:21])[CH3:22])=[O:23])[CH2:16]2)[cH:6][cH:7][cH:8][c:9]1=[O:10].[ClH:28]>>[CH2:1]([CH:2]=[CH2:3])[n:4]1[c:5]([O:11][CH:12]2[CH2:13][CH:14]([C:24](=[O:25])[O:26][CH3:27])[NH2+:15][CH2:16]2)[cH:6][cH:7][cH:8][c:9]1=[O:10].[Cl-:28]. The reactants are C(C1=CC=CC=C1)Br (Benzyl bromide), C([O-])([O-])=O.[Cs+].[Cs+] (cesium carbonate), C(C)(=O)SC[C@@H]1C(N[C@H](CCCCCC1)C(=O)O)=O (Trans 3-(acetylthiomethyl)-2-oxo-1-azacyclodecane-10-carboxylic acid). Run in O (water), CN(C=O)C (dimethylformamide). Conditions: time 8 hour. Product: C(C)(=O)SC[C@@H]1C(N[C@H](CCCCCC1)C(=O)OCC1=CC=CC=C1)=O (trans benzyl 3-(acetylthiomethyl)-2-oxo-1-azacyclodecane-10-carboxylate). Reaction SMILES: [C:1]([S:4][CH2:5][C@H:6]1[CH2:15][CH2:14][CH2:13][CH2:12][CH2:11][CH2:10][C@H:9]([C:16]([OH:18])=[O:17])[NH:8][C:7]1=[O:19])(=[O:3])[CH3:2].[CH2:20](Br)[C:21]1[CH:26]=[CH:25][CH:24]=[CH:23][CH:22]=1.C(=O)([O-])[O-].[Cs+].[Cs+]>CN(C)C=O.O>[C:1]([S:4][CH2:5][C@H:6]1[CH2:15][CH2:14][CH2:13][CH2:12][CH2:11][CH2:10][C@H:9]([C:16]([O:18][CH2:20][C:21]2[CH:26]=[CH:25][CH:24]=[CH:23][CH:22]=2)=[O:17])[NH:8][C:7]1=[O:19])(=[O:3])[CH3:2] |f:2.3.4|. Reported procedure: Trans 3-(acetylthiomethyl)-2-oxo-1-azacyclodecane-10-carboxylic acid (0.15 g, 0.52 mmol) is dissolved in dimethylformamide (2.5 mL). Benzyl bromide (0.062 mL, 0.52 mmol) and cesium carbonate (0.085 g, 0.26 mmol) are added, and the reaction is stirred at room temperature overnight. The reaction is diluted with water, and the aqueous layer is extracted several times with methylene chloride. The combined organic layers are dried (MgSO4), and the solvent is evaporated. The product is purified by sil... Starting materials: BrC1=C(C=CC(=C1)F)S(=O)(=O)NC1=CC=C2C3C(COC2=C1C(=O)OC)C3 (methyl (1aRS,7bSR)-5-(2-bromo-4-fluorobenzenesulfonylamino)-1,1a,2,7b-tetrahydrocyclopropa[c]chromene-4-carboxylate), BrC1=C(C=CC(=C1)F)S(=O)(=O)Cl (2-bromo-4-fluorobenzenesulfonyl chloride), NC1=CC=C2C3(C(COC2=C1C(=O)OC)C3)C (methyl (1aRS,7bSR)-5-amino-7b-methyl-1,1a,2,7b-tetrahydrocyclopropa[c]chromene-4-carboxylate), NC1=CC=C2C3(C(COC2=C1C(=O)OC)C3)C (methyl (1aRS,7bSR)-5-amino-7b-methyl-1,1a,2,7b-tetrahydrocyclopropa[c]chromene-4-carboxylate). Yields the product BrC1=C(C=CC(=C1)F)S(=O)(=O)NC1=CC=C2C3(C(COC2=C1C(=O)OC)C3)C (Methyl (1aRS,7bSR)-5-(2-bromo-4-fluorobenzenesulfonylamino)-7b-methyl-1,1a,2,7b-tetrahydrocyclopropa[c]chromene-4-carboxylate). RXN SMILES: [Br:1][C:2]1[CH:7]=[C:6]([F:8])[CH:5]=[CH:4][C:3]=1[S:9]([NH:12][C:13]1[C:22]([C:23]([O:25][CH3:26])=[O:24])=[C:21]2[C:16]([CH:17]3[CH2:27][CH:18]3[CH2:19][O:20]2)=[CH:15][CH:14]=1)(=[O:11])=[O:10].N[C:29]1C(C(OC)=O)=C2C(C3(C)CC3CO2)=CC=1.BrC1C=C(F)C=CC=1S(Cl)(=O)=O>>[Br:1][C:2]1[CH:7]=[C:6]([F:8])[CH:5]=[CH:4][C:3]=1[S:9]([NH:12][C:13]1[C:22]([C:23]([O:25][CH3:26])=[O:24])=[C:21]2[C:16]([C:17]3([CH3:29])[CH2:27][CH:18]3[CH2:19][O:20]2)=[CH:15][CH:14]=1)(=[O:10])=[O:11]. Procedure: Prepared by proceeding in a similar manner to Intermediate 41, starting from methyl (1aRS,7bSR)-5-amino-7b-methyl-1,1a,2,7b-tetrahydrocyclopropa[c]chromene-4-carboxylate (Intermediate 50) and 2-bromo-4-fluorobenzenesulfonyl chloride. RXN SMILES: [C:29]([BH3-:30])#[N:31].[CH2:14]([CH2:15][CH2:16][CH:17]=[CH2:18])[S:19][C:20]([CH:21]=[O:22])([CH3:23])[CH3:24].[CH3:25][C:26](=[O:27])[OH:28].[CH3:34][OH:35].[ClH:33].[NH2:1][c:2]1[c:3]([NH:8][CH2:9][C:10]([CH3:11])([CH3:12])[SH:13])[cH:4][cH:5][cH:6][cH:7]1.[Na+:32]>>[NH:1]([c:2]1[c:3]([NH:8][CH2:9][C:10]([CH3:11])([CH3:12])[SH:13])[cH:4][cH:5][cH:6][cH:7]1)[CH2:21][C:20]([S:19][CH2:14][CH2:15][CH2:16][CH:17]=[CH2:18])([CH3:23])[CH3:24]. Reactants: [BH3-]C#N, C=CCCCSC(C)(C)C=O, CC(=O)O, CO, Cl, CC(C)(S)CNc1ccccc1N, [Na+]. Product: C=CCCCSC(C)(C)CNc1ccccc1NCC(C)(C)S. Reactants: ester, C(C=C)C1C(CCC2=CC=C(C=C12)OCC1=CC=CC=C1)=O (1-allyl-7-benzyloxy-3,4-dihydro-2(1H)-naphthalenone), BrCC(=O)OCC (ethyl bromoacetate), ketone. Run in C(Cl)(Cl)Cl (CHCl3). The product is C(C)OC(CC1(C(CCC2=CC=C(C=C12)OCC1=CC=CC=C1)=O)CC=C)=O (Ethyl-1-allyl-7-benzyloxy-2-oxo-1,2,3,4-tetrahydro-1-naphthaleneacetate). RXN SMILES: [CH2:1]([CH:4]1[C:13]2[C:8](=[CH:9][CH:10]=[C:11]([O:14][CH2:15][C:16]3[CH:21]=[CH:20][CH:19]=[CH:18][CH:17]=3)[CH:12]=2)[CH2:7][CH2:6][C:5]1=[O:22])[CH:2]=[CH2:3].Br[CH2:24][C:25]([O:27][CH2:28][CH3:29])=[O:26]>C(Cl)(Cl)Cl>[CH2:28]([O:27][C:25](=[O:26])[CH2:24][C:4]1([CH2:1][CH:2]=[CH2:3])[C:13]2[C:8](=[CH:9][CH:10]=[C:11]([O:14][CH2:15][C:16]3[CH:17]=[CH:18][CH:19]=[CH:20][CH:21]=3)[CH:12]=2)[CH2:7][CH2:6][C:5]1=[O:22])[CH3:29]. Reported procedure: Crude 1-allyl-7-benzyloxy-3,4-dihydro-2(1H)-naphthalenone (VIIIc), 22.9 g (78.5 mmol) was reacted with ethyl bromoacetate by the method of Example 5 to yield 25.5 g (87%) crude crystalline IXc. Recrystallization from ethanol gave 19.5 g (66%) m.p. 83°-85°. IR (CHCl3) 1725, 1710 cm-1 (ketone and ester); NMR δ, 1.05 and 3.96 (triplet and quartet and OCH2CH3) 4.8-5.8 (m, 5, olefinic and PhCH2O), 5.15 (s, 2, PhCH2O), 6.80-7.55 (m, 8, ArH).